This data is from the Open Reaction Database (ORD), a public repository of structured organic reaction records. The task is: describe an organic reaction: reactants, conditions, products, and yield Starting materials: CO, COCOc1c(C)c(C)c2c(c1C)CCC(C)(C=C(Cl)Cl)O2, Cl. The product is Cc1c(C)c2c(c(C)c1O)CCC(C)(C=C(Cl)Cl)O2. Reaction SMILES: [CH3:23][OH:24].[Cl:1][C:2](=[CH:3][C:4]1([CH3:21])[O:5][c:6]2[c:7]([CH3:20])[c:8]([CH3:19])[c:9]([O:15][CH2:16][O:17][CH3:18])[c:10]([CH3:14])[c:11]2[CH2:12][CH2:13]1)[Cl:22].[ClH:25]>>[Cl:1][C:2](=[CH:3][C:4]1([CH3:21])[O:5][c:6]2[c:7]([CH3:20])[c:8]([CH3:19])[c:9]([OH:15])[c:10]([CH3:14])[c:11]2[CH2:12][CH2:13]1)[Cl:22]. Starting materials: CCC(CC)O (3-pentanol), ClC1=C(C=NC2=CC=C(C=C12)I)C#N (4-chloro-6-iodo-quinoline-3-carbonitrile), [H-].[K+] (potassium hydride). The solvent is C1CCOC1 (THF). Product: C(C)C(CC)OC1=C(C=NC2=CC=C(C=C12)I)C#N (4-(1-ethyl-propoxy)-6-iodo-quinoline-3-carbonitrile). As a reaction SMILES: [CH3:1][CH2:2][CH:3]([OH:6])[CH2:4][CH3:5].Cl[C:8]1[C:17]2[C:12](=[CH:13][CH:14]=[C:15]([I:18])[CH:16]=2)[N:11]=[CH:10][C:9]=1[C:19]#[N:20].[H-].[K+]>C1COCC1>[CH2:2]([CH:3]([O:6][C:8]1[C:17]2[C:12](=[CH:13][CH:14]=[C:15]([I:18])[CH:16]=2)[N:11]=[CH:10][C:9]=1[C:19]#[N:20])[CH2:4][CH3:5])[CH3:1] |f:2.3|. Procedure details: Similar procedure as described in example 28a was used, starting from 3-pentanol, 4-chloro-6-iodo-quinoline-3-carbonitrile (example 14c) and potassium hydride in a solvent system of THF to give 4-(1-ethyl-propoxy)-6-iodo-quinoline-3-carbonitrile. LC-MS m/e 367 (MH+).